From a dataset of the Open Reaction Database (ORD), a public repository of structured organic reaction records. describe an organic reaction: reactants, conditions, products, and yield Reactants: [OH-].[Na+] (Sodium hydroxide), COC(=O)C1=C(N=CS1)SCCC(=O)OC (4-(2-methoxycarbonyl-ethylsulfanyl)-thiazole-5-carboxylic acid methyl ester). Run in CO (MeOH). Run at temperature 75 celsius. The product is COC(=O)C1=C(N=CS1)S (4-mercapto-thiazole-5-carboxylic acid methyl ester). Isolated yield 64.2%. As a reaction SMILES: [OH-].[Na+].[CH3:3][O:4][C:5]([C:7]1[S:11][CH:10]=[N:9][C:8]=1[S:12]CCC(OC)=O)=[O:6]>CO>[CH3:3][O:4][C:5]([C:7]1[S:11][CH:10]=[N:9][C:8]=1[SH:12])=[O:6] |f:0.1|. Reported procedure: Sodium hydroxide (0.29 g, 7.27 mmol) is added to a solution of 4-(2-methoxycarbonyl-ethylsulfanyl)-thiazole-5-carboxylic acid methyl ester (2.0 g, 7.27 mmol) in MeOH (30 ml). The mixture is refluxed at 70-80° C. for 1 h and then concentrated in vacuo. The residue is dissolved in EtOAc/water (1:1) (80 ml) and the pH is adjusted to 2 with 2M hydrochloric acid. The organic layer is dried over sodium sulfate and concentrated yielding 4-mercapto-thiazole-5-carboxylic acid methyl ester (0.82 g, 4.67 m... The reactants are NC1=C(C=CC(=C1)C(F)(F)F)S (2-Amino-4-trifluoromethylthiophenol), [H-].[Na+] (sodium hydride), FC1=C(C#N)C=CC=C1C(F)(F)F (2-fluoro-3-trifluoromethylbenzonitrile). Run in CN(C)C=O (DMF), CN(C)C=O (DMF). Run at time 30 minute. Product: NC1=C(C=CC(=C1)C(F)(F)F)SC1=C(C#N)C=CC=C1C(F)(F)F (2-(2-Amino-4-trifluoromethylphenylthio)-3-trifluoro methylbenzonitrile). The yield is 71.1%. Reaction SMILES: [NH2:1][C:2]1[CH:7]=[C:6]([C:8]([F:11])([F:10])[F:9])[CH:5]=[CH:4][C:3]=1[SH:12].[H-].[Na+].F[C:16]1[C:23]([C:24]([F:27])([F:26])[F:25])=[CH:22][CH:21]=[CH:20][C:17]=1[C:18]#[N:19]>CN(C=O)C>[NH2:1][C:2]1[CH:7]=[C:6]([C:8]([F:9])([F:10])[F:11])[CH:5]=[CH:4][C:3]=1[S:12][C:16]1[C:23]([C:24]([F:25])([F:27])[F:26])=[CH:22][CH:21]=[CH:20][C:17]=1[C:18]#[N:19] |f:1.2|. Procedure details: 2-Amino-4-trifluoromethylthiophenol (5.74 g, 25 mmol) was added to a mixture of sodium hydride (2.0 g of 60% oil dispersion, 50 mmol) in DMF (100 ml) at 0° under nitrogen. After stirring for 30 minutes at 0°, 2-fluoro-3-trifluoromethylbenzonitrile (4.73 g, 25 mmol) in DMF (20 ml) was added and the mixture kept at room temperature overnight. The reaction mixture was evaporated and azeotroped with toluene, then the residue was partitioned between chloroform and water and the layers separated. Dryi...